Dataset: the Open Reaction Database (ORD), a public repository of structured organic reaction records. Task: describe an organic reaction: reactants, conditions, products, and yield Starting materials: COC1=C2CC(CC2=C(C(=C1OC)OC)OC)CCCCCCCCNC(C)=O (N-[8-(4,5,6,7-tetramethoxyindan-2-yl)octyl]acetamide), N1=C(C=CC=C1C(=O)O)C(=O)O (2,6-pyridinedicarboxylic acid), O=[N+]([O-])[O-].[O-][N+]([O-])=O.[O-][N+]([O-])=O.[O-][N+]([O-])=O.[O-][N+]([O-])=O.[O-][N+]([O-])=O.[Ce+4].[NH4+].[NH4+] (CAN). Run in O (water), C(C)(=O)OCC (ethyl acetate), C(C)#N (acetonitrile), C(C)#N (acetonitrile), O (water), C(C)(=O)OCC (ethyl acetate). Reaction conditions: time 15 minute. The product is COC=1C(C=2CC(CC2C(C1OC)=O)CCCCCCCCNC(C)=O)=O (N-[8-(5,6-Dimethoxy-4,7-dioxoindan-2-yl)octyl]acetamide). Isolated yield 76.3%. Reaction SMILES: C[O:2][C:3]1[C:11]([O:12][CH3:13])=[C:10]([O:14][CH3:15])[C:9]([O:16]C)=[C:8]2[C:4]=1[CH2:5][CH:6]([CH2:18][CH2:19][CH2:20][CH2:21][CH2:22][CH2:23][CH2:24][CH2:25][NH:26][C:27](=[O:29])[CH3:28])[CH2:7]2.N1C(C(O)=O)=CC=CC=1C(O)=O.O=[N+]([O-])[O-].[O-][N+](=O)[O-].[O-][N+](=O)[O-].[O-][N+](=O)[O-].[O-][N+](=O)[O-].[O-][N+](=O)[O-].[Ce+4].[NH4+].[NH4+]>C(#N)C.O.C(OCC)(=O)C>[CH3:13][O:12][C:11]1[C:3](=[O:2])[C:4]2[CH2:5][CH:6]([CH2:18][CH2:19][CH2:20][CH2:21][CH2:22][CH2:23][CH2:24][CH2:25][NH:26][C:27](=[O:29])[CH3:28])[CH2:7][C:8]=2[C:9](=[O:16])[C:10]=1[O:14][CH3:15] |f:2.3.4.5.6.7.8.9.10|. Procedure: To a mixture of N-[8-(4,5,6,7-tetramethoxyindan-2-yl)octyl]acetamide (700 mg), 2,6-pyridinedicarboxylic acid (857 mg), acetonitrile (7.0 ml), ethyl acetate (7.0 ml), and water (7.0 ml) was dropwise added a solution of CAN (3.75 g) in acetonitrile (3.5 ml) and water (3.5 ml) with cooling with ice. After being stirred for 15 min, the reaction mixture was diluted with ethyl acetate. The organic layer was washed with water and saturated aqueous sodium chloride, and dried. The solvent was removed in ... Reactants: OC1=NC2=C(C3=CC=CC=C13)SC1=C2C=CC(=C1)F (5-hydroxyl-9-fluoro-benzothieno[3,2-c]isoquinoline), ClC1=CC=C2C3=C(N=C(C2=C1)O)C1=C(O3)C=CC=C1 (3-chloro-benzofuro[3,2-c]isoquinoline-5-ol). Product: ClC1=NC2=C(C3=CC=CC=C13)SC1=C2C=CC(=C1)F (5-chloro-9-fluoro-benzothieno[3,2-c]isoquinoline). RXN SMILES: O[C:2]1[C:11]2[C:6](=[CH:7][CH:8]=[CH:9][CH:10]=2)[C:5]2[S:12][C:13]3[CH:18]=[C:17]([F:19])[CH:16]=[CH:15][C:14]=3[C:4]=2[N:3]=1.[Cl:20]C1C=C2C(C3OC4C=CC=CC=4C=3N=C2O)=CC=1>>[Cl:20][C:2]1[C:11]2[C:6](=[CH:7][CH:8]=[CH:9][CH:10]=2)[C:5]2[S:12][C:13]3[CH:18]=[C:17]([F:19])[CH:16]=[CH:15][C:14]=3[C:4]=2[N:3]=1. Procedure: The procedure was similar to step S19C, while the starting material was 29B in stead of 19B. Reactants: BrC=1C=C(C(=NC1)O)F (5-bromo-3-fluoro-2-hydroxypyridine), ClCCN1N=CC=C1 (1-(2-chloroethyl)-1H-pyrazole), C(=O)([O-])[O-].[K+].[K+] (K2CO3). Run in CN(C)C=O (DMF). Run at temperature 90 celsius. Yields the product BrC=1C=C(C(=NC1)OCCN1N=CC=C1)F (5-bromo-3-fluoro-2-(2-pyrazol-1-yl-ethoxy)-pyridine). Reaction SMILES: [Br:1][C:2]1[CH:3]=[C:4]([F:9])[C:5]([OH:8])=[N:6][CH:7]=1.Cl[CH2:11][CH2:12][N:13]1[CH:17]=[CH:16][CH:15]=[N:14]1.C([O-])([O-])=O.[K+].[K+]>CN(C=O)C>[Br:1][C:2]1[CH:3]=[C:4]([F:9])[C:5]([O:8][CH2:11][CH2:12][N:13]2[CH:17]=[CH:16][CH:15]=[N:14]2)=[N:6][CH:7]=1 |f:2.3.4|. Procedure: A vigorously stirred mixture of 5-bromo-3-fluoro-2-hydroxypyridine (440 mg, 2.3 mmol), 1-(2-chloroethyl)-1H-pyrazole (330 mg, 2.5 mmol) and K2CO3 (380 mg, 2.77 mmol) in DMF (5 mL) was heated to 90° C. for 16 h. After cooling to room temperature the solvent was removed in vacuo and the crude partitioned between water and EtOAc. The aqueous was extracted with EtOAc (×3) and the combined organics dried (MgSO4) and concentrated in vacuo. Purification by column chromatography (gradient: 20%-100% EtOA... RXN SMILES: [Cl:1][c:2]1[cH:3][cH:4][c:5]([C:8]23[CH2:9][NH:10][CH2:11][CH:12]2[CH2:13]3)[cH:6][cH:7]1.[ClH:24].[F:14][c:15]1[cH:16][c:17]([C:18](=[O:19])[Cl:20])[cH:21][cH:22][cH:23]1.[F:25][c:26]1[cH:27][c:28]([CH2:32][N:33]2[CH2:34][CH:35]3[C:36]([c:37]4[cH:38][cH:39][c:40]([Cl:41])[cH:42][cH:43]4)([CH2:44]3)[CH2:45]2)[cH:29][cH:30][cH:31]1>>[Cl:1][c:2]1[cH:3][cH:4][c:5]([C:8]23[CH2:9][N:10]([C:18]([c:17]4[cH:16][c:15]([F:14])[cH:23][cH:22][cH:21]4)=[O:19])[CH2:11][CH:12]2[CH2:13]3)[cH:6][cH:7]1. The product is O=C(c1cccc(F)c1)N1CC2CC2(c2ccc(Cl)cc2)C1. Starting materials: Clc1ccc(C23CNCC2C3)cc1, Cl, O=C(Cl)c1cccc(F)c1, Fc1cccc(CN2CC3CC3(c3ccc(Cl)cc3)C2)c1. The reactants are CC(C)(C)OC(=O)Nc1c(F)ccc(Br)c1F, ClCCl, O=C(O)C(F)(F)F. The product is Nc1c(F)ccc(Br)c1F. As a reaction SMILES: [Br:1][c:2]1[c:3]([F:17])[c:4]([NH:9][C:10](=[O:11])[O:12][C:13]([CH3:14])([CH3:15])[CH3:16])[c:5]([F:8])[cH:6][cH:7]1.[Cl:25][CH2:26][Cl:27].[F:18][C:19]([F:20])([F:21])[C:22]([OH:23])=[O:24]>>[Br:1][c:2]1[c:3]([F:17])[c:4]([NH2:9])[c:5]([F:8])[cH:6][cH:7]1.